From a dataset of the Open Reaction Database (ORD), a public repository of structured organic reaction records. describe an organic reaction: reactants, conditions, products, and yield The reactants are Nc1ncc(Br)cc1S(=O)(=O)N1CCOCC1, [K+], [K+], O=C([O-])[O-], C1COCCO1, CC1(C)OB(c2ccc3nccc(-c4ccncc4)c3c2)OC1(C)C. Product: Nc1ncc(-c2ccc3nccc(-c4ccncc4)c3c2)cc1S(=O)(=O)N1CCOCC1. RXN SMILES: [Br:1][c:2]1[cH:3][c:4]([S:9](=[O:10])(=[O:11])[N:12]2[CH2:13][CH2:14][O:15][CH2:16][CH2:17]2)[c:5]([NH2:8])[n:6][cH:7]1.[K+:43].[K+:44].[O-:45][C:46]([O-:47])=[O:48].[O:49]1[CH2:50][CH2:51][O:52][CH2:53][CH2:54]1.[n:18]1[cH:19][cH:20][c:21](-[c:24]2[cH:25][cH:26][n:27][c:28]3[cH:29][cH:30][c:31]([B:34]4[O:35][C:36]([CH3:37])([CH3:38])[C:39]([CH3:40])([CH3:41])[O:42]4)[cH:32][c:33]23)[cH:22][cH:23]1>>[c:2]1(-[c:31]2[cH:30][cH:29][c:28]3[n:27][cH:26][cH:25][c:24](-[c:21]4[cH:20][cH:19][n:18][cH:23][cH:22]4)[c:33]3[cH:32]2)[cH:3][c:4]([S:9](=[O:10])(=[O:11])[N:12]2[CH2:13][CH2:14][O:15][CH2:16][CH2:17]2)[c:5]([NH2:8])[n:6][cH:7]1. Starting materials: BrCC1=CC=C(C=C1)OC(F)(F)F (1-(bromomethyl)-4-(trifluoromethoxy)benzene), [C-]#N.[Na+] (NaCN). Run in CS(=O)C (DMSO). Reaction conditions: temperature 90 celsius, time 1 hour. Yields the product FC(OC1=CC=C(C=C1)CC#N)(F)F (2-(4-(Trifluoromethoxy)phenyl)acetonitrile). Isolated yield 96.4%. As a reaction SMILES: Br[CH2:2][C:3]1[CH:8]=[CH:7][C:6]([O:9][C:10]([F:13])([F:12])[F:11])=[CH:5][CH:4]=1.[C-:14]#[N:15].[Na+]>CS(C)=O>[F:11][C:10]([F:13])([F:12])[O:9][C:6]1[CH:7]=[CH:8][C:3]([CH2:2][C:14]#[N:15])=[CH:4][CH:5]=1 |f:1.2|. Reported procedure: Using analogous conditions and workup as described for the preparation of I-24a above, 1-(bromomethyl)-4-(trifluoromethoxy)benzene (5 g, 19.607 mmol) in DMSO (30 mL) was reacted with NaCN (1.44 g, 35.1864 mmol). The resulting mixture was stirred at 90° C. for 1 hour to afford 3.8 g of the product (95% yield). 1H NMR (300 MHz, CDCl3): 7.45-7.20 (m, 4H), 3.8 (s, 2H) Starting materials: O=C([O-])[O-], CC#N, CCI, [K+], [K+], CC(C)(C)n1c(-c2cc(O)ccc2-n2cncn2)nc2cc(-c3cnc(N)nc3)ccc21, CN(C)C=O, O. The product is CCOc1ccc(-n2cncn2)c(-c2nc3cc(-c4cnc(N)nc4)ccc3n2C(C)(C)C)c1. RXN SMILES: [C:33](=[O:34])([O-:35])[O-:36].[CH3:48][C:49]#[N:50].[I:39][CH2:40][CH3:41].[K+:37].[K+:38].[NH2:1][c:2]1[n:3][cH:4][c:5](-[c:8]2[cH:9][c:10]3[c:11]([n:12]([C:27]([CH3:28])([CH3:29])[CH3:30])[c:13](-[c:15]4[cH:16][c:17]([OH:26])[cH:18][cH:19][c:20]4-[n:21]4[n:22][cH:23][n:24][cH:25]4)[n:14]3)[cH:31][cH:32]2)[cH:6][n:7]1.[O:43]=[CH:44][N:45]([CH3:46])[CH3:47].[OH2:42]>>[NH2:1][c:2]1[n:3][cH:4][c:5](-[c:8]2[cH:9][c:10]3[c:11]([n:12]([C:27]([CH3:28])([CH3:29])[CH3:30])[c:13](-[c:15]4[cH:16][c:17]([O:26][CH2:40][CH3:41])[cH:18][cH:19][c:20]4-[n:21]4[n:22][cH:23][n:24][cH:25]4)[n:14]3)[cH:31][cH:32]2)[cH:6][n:7]1. Reactants: 1g, C(C)(=O)NC1=C(C=CC=C1[N+](=O)[O-])O (2-acetylamino-3-nitrophenol), [OH-].[Na+] (sodium hydroxide), C(C)OCCBr (2-bromoethyl ethyl ether), [OH-].[Na+] (sodium hydroxide), C(C)O (ethanol). As a reaction SMILES: C(N[C:5]1[C:10]([N+:11]([O-:13])=[O:12])=[CH:9][CH:8]=[CH:7][C:6]=1[OH:14])(=O)C.[OH-].[Na+].[CH2:17]([O:19][CH2:20][CH2:21]Br)[CH3:18].[CH2:23]([OH:25])[CH3:24]>>[CH2:17]([O:19][CH2:20][CH2:21][O:14][C:6]1[CH:7]=[CH:8][CH:9]=[C:10]([N+:11]([O-:13])=[O:12])[C:5]=1[C:23](=[O:25])[CH3:24])[CH3:18] |f:1.2|. Yields the product C(C)OCCOC1=C(C(=CC=C1)[N+](=O)[O-])C(C)=O (2-acetyl-3-nitrophenyl (2-ethoxyethyl) ether). Reported procedure: 1g of 2-acetylamino-3-nitrophenol was mixed with an aqueous solution of sodium hydroxide (0.21g of NaOH in 5ml H2O) with stirring. 5ml of ethanol was added to the deep red solution formed and then 0.64ml of 2-bromoethyl ethyl ether added and the reaction mixture stirred for 1 hour at room temperature and refluxed overnight. After cooling 5ml of 2M sodium hydroxide was added to the mixture to increase the pH to pH 12. Then extraction with 2×15ml of dichoromethane was carried out, the combined dic... Starting materials: C(CC#N)#N (malononitrile), O.NN (hydrazine hydrate), C1=C(C=CC2=CC=CC=C12)NN=C(C#N)C#N (2-[(naphthalen-2-yl)hydrazono]malononitrile), NC1=CC2=CC=CC=C2C=C1 (2-aminonaphthalene), O.NN (hydrazine hydrate). The product is C1=C(C=CC2=CC=CC=C12)NN=C1C(=NN=C1N)N (4-(naphthalen-2-ylhydrazono)-4H-pyrazole-3,5-diamine), compound. Yield: 67.0%. RXN SMILES: C1C2C(=CC=CC=2)C=CC=1N[N:12]=[C:13]([C:16]#[N:17])[C:14]#[N:15].[NH2:18][C:19]1[CH:28]=[CH:27][C:26]2[C:21](=[CH:22][CH:23]=[CH:24][CH:25]=2)[CH:20]=1.C(#N)CC#N.O.[NH2:35][NH2:36]>>[CH:20]1[C:21]2[C:26](=[CH:25][CH:24]=[CH:23][CH:22]=2)[CH:27]=[CH:28][C:19]=1[NH:18][N:12]=[C:13]1[C:14]([NH2:15])=[N:36][N:35]=[C:16]1[NH2:17] |f:3.4|. Procedure: 4-(naphthalen-2-ylhydrazono)-4H-pyrazole-3,5-diamine was prepared using 110 mg (0.5 mmol) of 2-[(naphthalen-2-yl)hydrazono]malononitrile, which was derived from 2-aminonaphthalene (143 mg, 1.0 mmol) and malononitrile (1.5 mmol), and hydrazine hydrate. The hydrazine hydrate was added to the solution at a temperature of 75° C. despite the fact that the starting material had not fully dissolved. The solution cleared briefly and then a precipitate formed. The resulting solid was isolated by filtrati... Starting materials: FC1(CCN(CC1)C(CN)C1=CC=C(C=C1)C(F)(F)F)F (2-(4,4-difluoropiperidin-1-yl)-2-(4-(trifluoromethyl)phenyl)-ethanamine), CC1=CC=C(C=N1)C=O (6-methyl-pyridine-3-carboxaldehyde), N1CCOCC1 (morpholine). Product: CC1=CC=C(C=N1)C(CN)N1CCOCC1 (2-(6-methylpyridin-3-yl)-2-morpholinoethanamine). RXN SMILES: FC1(F)CC[N:5](C(C2C=CC(C(F)(F)F)=CC=2)CN)[CH2:4]C1.[CH3:22][C:23]1[N:28]=[CH:27][C:26]([CH:29]=O)=[CH:25][CH:24]=1.[NH:31]1[CH2:36][CH2:35][O:34][CH2:33][CH2:32]1>>[CH3:22][C:23]1[N:28]=[CH:27][C:26]([CH:29]([N:31]2[CH2:36][CH2:35][O:34][CH2:33][CH2:32]2)[CH2:4][NH2:5])=[CH:25][CH:24]=1. Procedure details: This compound was prepared using a method analogous to that of 2-(4,4-difluoropiperidin-1-yl)-2-(4-(trifluoromethyl)phenyl)-ethanamine (A.2.18), 6-methyl-pyridine-3-carboxaldehyde replacing 4-(trifluoromethyl)benzaldehyde and morpholine replacing 4,4-difluoropiperidine HCl.